This data is from the Open Reaction Database (ORD), a public repository of structured organic reaction records. The task is: describe an organic reaction: reactants, conditions, products, and yield Starting materials: [OH-].[Na+] (NaOH), ClCC(=O)OC(/C=C/C1=CC(=CC=C1)OC1=CC=CC=C1)C ((±)-(E)-1-(3-Phenoxyphenyl)but-1-en-3-yl chloroacetate), P(=O)([O-])([O-])[O-] (phosphate). Solvent: C(Cl)Cl (methylene chloride). Reaction conditions: time 27 hour. The product is O(C1=CC=CC=C1)C=1C=C(C=CC1)\C=C\C(C)O ((+)-(E)-1-(3-phenoxyphenyl) but-1-en-3-ol), ClCC(=O)OC(/C=C/C1=CC(=CC=C1)OC1=CC=CC=C1)C ((E)-1-(3-phenoxyphenyl)but-1-en-3-yl chloroacetate). As a reaction SMILES: [Cl:1][CH2:2][C:3]([O:5][CH:6]([CH3:22])/[CH:7]=[CH:8]/[C:9]1[CH:14]=[CH:13][CH:12]=[C:11]([O:15][C:16]2[CH:21]=[CH:20][CH:19]=[CH:18][CH:17]=2)[CH:10]=1)=[O:4].P([O-])([O-])([O-])=O.[OH-].[Na+]>C(Cl)Cl>[O:15]([C:11]1[CH:10]=[C:9](/[CH:8]=[CH:7]/[CH:6]([OH:5])[CH3:22])[CH:14]=[CH:13][CH:12]=1)[C:16]1[CH:17]=[CH:18][CH:19]=[CH:20][CH:21]=1.[Cl:1][CH2:2][C:3]([O:5][CH:6]([CH3:22])/[CH:7]=[CH:8]/[C:9]1[CH:14]=[CH:13][CH:12]=[C:11]([O:15][C:16]2[CH:21]=[CH:20][CH:19]=[CH:18][CH:17]=2)[CH:10]=1)=[O:4] |f:2.3|. Procedure details: The product from step (c) (9.5 g) was taken up in 0.1 M aqu. phosphate buffer (250 ml, pH 7) under N2 and lipase (150 mg, Fluka Cat. No. 62312) was added. As the reaction proceeded, 1 M aqu. NaOH was added from an autoburette to maintain the pH at 7 (14.5 ml added over 27 hours). After 27 hours, methylene chloride (250 ml) was added, the mixture dried over MgSO4 and stripped, and the residue eluted through a silica gel column using ether. The eluate was monitored by TLC and similar fractions com... The reactants are COC(C)(C)C (methyl-tert-butyl ether), C1(=CC=CC=C1)CCCBr (3-phenylpropyl bromide), [H-].[Na+] (sodium hydride), CC(C)OC(=O)C1=C(C2=C(NC3=CC=CC(=C23)OCC2=CC=CC=C2)C=N1)COC (5-benzyloxy-4-methoxymethyl-9H-pyrido[3,4-b]indole-3-carboxylic acid-(1-methylethyl)-ester). Run in CN(C=O)C (dimethylformamide). Reaction conditions: time 1 hour. The product is C(C1=CC=CC=C1)OC1=C2C3=C(N(C2=CC=C1)CCCC1=CC=CC=C1)C=NC(=C3COC)C(=O)O.CC(C)OC(C)C (5-benzyloxy-4-methoxymethyl-9-(3-phenylpropyl)-9H-pyrido[3,4-b]indole-3-carboxylic acid (1-methylethyl)-ether). Reaction SMILES: CC([O:4][C:5]([C:7]1[N:27]=[CH:26][C:10]2[NH:11][C:12]3[C:17]([C:9]=2[C:8]=1[CH2:28][O:29][CH3:30])=[C:16]([O:18][CH2:19][C:20]1[CH:25]=[CH:24][CH:23]=[CH:22][CH:21]=1)[CH:15]=[CH:14][CH:13]=3)=[O:6])C.[C:31]1([CH2:37][CH2:38][CH2:39]Br)[CH:36]=[CH:35][CH:34]=[CH:33][CH:32]=1.[H-].[Na+].C[O:44][C:45](C)([CH3:47])[CH3:46]>CN(C)C=O>[CH2:19]([O:18][C:16]1[CH:15]=[CH:14][CH:13]=[C:12]2[C:17]=1[C:9]1[C:8]([CH2:28][O:29][CH3:30])=[C:7]([C:5]([OH:4])=[O:6])[N:27]=[CH:26][C:10]=1[N:11]2[CH2:39][CH2:38][CH2:37][C:31]1[CH:36]=[CH:35][CH:34]=[CH:33][CH:32]=1)[C:20]1[CH:25]=[CH:24][CH:23]=[CH:22][CH:21]=1.[CH3:46][CH:45]([O:44][CH:38]([CH3:37])[CH3:39])[CH3:47] |f:2.3,6.7|. Reported procedure: 404.5 mg of 5-benzyloxy-4-methoxymethyl-9H-pyrido[3,4-b]indole-3-carboxylic acid-(1-methylethyl)-ester (1 mmol) is dissolved in 20 ml of dimethylformamide, mixed with 597 mg of 3-phenylpropyl bromide and 40 mg of sodium hydride (60% suspension in oil), and it is stirred for one hour at room temperature. 300 ml of methyl-tert-butyl ether is added to the reaction mixture, and the organic phase is washed with 20% citric acid and saturated sodium chloride solution. The organic phase is dried on sodi... Starting materials: FC(C)C1=CC(NC=N1)=O (6-(1fluoroethyl)-4-pyrimidone), ClCl (chlorine), II (iodine), ICl (iodine monochloride). The product is FC(C)C1=C(C(NC=N1)=O)I (6-(1-fluoroethyl)-5-iodo-4-pyrimidone). The solvent is C(C)(=O)O (acetic acid), C(C)(=O)O (acetic acid), C(C)(=O)O (acetic acid). Reaction SMILES: [F:1][CH:2]([C:4]1[N:9]=[CH:8][NH:7][C:6](=[O:10])[CH:5]=1)[CH3:3].[I:11]Cl.II.ClCl>C(O)(=O)C>[F:1][CH:2]([C:4]1[N:9]=[CH:8][NH:7][C:6](=[O:10])[C:5]=1[I:11])[CH3:3]. Procedure details: To an acetic acid (150 ml) solution of 6-(1fluoroethyl)-4-pyrimidone (56.8 g) was added dropwise under room temperature and stirring an acetic acid solution of iodine monochloride prepared by adding iodine (50.8 g) to acetic acid (500 ml) and blowing chlorine (15 g) thereinto under room temperature and stirring, and the resulting mixture was stirred for 6 hours. The reactants are O=C([O-])O, CI, CN(C)C=O, O=C(O)c1ccc(O)cc1Cl, [K+], O. Product: COC(=O)c1ccc(O)cc1Cl. As a reaction SMILES: [C:14](=[O:15])([OH:16])[O-:17].[CH3:12][I:13].[CH3:19][N:20]([CH3:21])[CH:22]=[O:23].[Cl:1][c:2]1[c:3]([C:4](=[O:5])[OH:6])[cH:7][cH:8][c:9]([OH:11])[cH:10]1.[K+:18].[OH2:24]>>[Cl:1][c:2]1[c:3]([C:4](=[O:5])[O:6][CH3:14])[cH:7][cH:8][c:9]([OH:11])[cH:10]1. Starting materials: C(C(C)C)C1=CC2=C(N=C(O2)N2[C@@H](CCCC2)C(=O)OC)C=C1 (methyl (2S)-1-(6-isobutyl-1,3-benzoxazol-2-yl)-2-piperidinecarboxylate), [OH-].[Li+] (lithium hydroxide). Product: C(C(C)C)C1=CC2=C(N=C(O2)N2[C@@H](CCCC2)C(=O)O)C=C1 ((2S)-1-(6-isobutyl-1,3-benzoxazol-2-yl)-2-piperidinecarboxylic acid). RXN SMILES: [CH2:1]([C:5]1[CH:23]=[CH:22][C:8]2[N:9]=[C:10]([N:12]3[CH2:17][CH2:16][CH2:15][CH2:14][C@H:13]3[C:18]([O:20]C)=[O:19])[O:11][C:7]=2[CH:6]=1)[CH:2]([CH3:4])[CH3:3].[OH-].[Li+]>>[CH2:1]([C:5]1[CH:23]=[CH:22][C:8]2[N:9]=[C:10]([N:12]3[CH2:17][CH2:16][CH2:15][CH2:14][C@H:13]3[C:18]([OH:20])=[O:19])[O:11][C:7]=2[CH:6]=1)[CH:2]([CH3:4])[CH3:3] |f:1.2|. Procedure details: The title compound was prepared by a similar method to Preparation 3 from methyl (2S)-1-(6-isobutyl-1,3-benzoxazol-2-yl)-2-piperidinecarboxylate [see Preparation 41] and 1N aqueous lithium hydroxide solution, to afford (2S)-1-(6-isobutyl-1,3-benzoxazol-2-yl)-2-piperidinecarboxylic acid as a foam. Reactants: BrC1=CN=C2N1N=C(C=C2)N2C(COCC2)C2=CC(=CC=C2)F (4-(3-bromoimidazo[1,2-b]pyridazin-6-yl)-3-(3-fluorophenyl)morpholine), CC1(OB(OC1(C)C)C1=CC=C2CC(NC2=C1)=O)C (6-(4,4,5,5-tetramethyl-1,3,2-dioxaborolan-2-yl)indolin-2-one). The reagents and catalysts are C1=CC=C(C=C1)P([C-]2C=CC=C2)C3=CC=CC=C3.C1=CC=C(C=C1)P([C-]2C=CC=C2)C3=CC=CC=C3.Cl[Pd]Cl.[Fe+2] ([1,1′-bis(diphenylphosphino)ferrocene]dichloropalladium(II)). The solvent is O1CCOCC1 (1,4-dioxane), C([O-])([O-])=O.[Na+].[Na+] (sodium carbonate). Reaction conditions: temperature 150 celsius, time 20 hour. Product: FC=1C=C(C=CC1)C1COCCN1C=1C=CC=2N(N1)C(=CN2)C2=CC=C1CC(NC1=C2)=O (6-(6-(3-(3-fluorophenyl)morpholino)imidazo[1,2-b]pyridazin-3-yl)indolin-2-one). As a reaction SMILES: Br[C:2]1[N:6]2[N:7]=[C:8]([N:11]3[CH2:16][CH2:15][O:14][CH2:13][CH:12]3[C:17]3[CH:22]=[CH:21][CH:20]=[C:19]([F:23])[CH:18]=3)[CH:9]=[CH:10][C:5]2=[N:4][CH:3]=1.CC1(C)C(C)(C)OB([C:32]2[CH:40]=[C:39]3[C:35]([CH2:36][C:37](=[O:41])[NH:38]3)=[CH:34][CH:33]=2)O1>O1CCOCC1.C(=O)([O-])[O-].[Na+].[Na+].C1C=CC(P(C2C=CC=CC=2)[C-]2C=CC=C2)=CC=1.C1C=CC(P(C2C=CC=CC=2)[C-]2C=CC=C2)=CC=1.Cl[Pd]Cl.[Fe+2]>[F:23][C:19]1[CH:18]=[C:17]([CH:12]2[N:11]([C:8]3[CH:9]=[CH:10][C:5]4[N:6]([C:2]([C:32]5[CH:40]=[C:39]6[C:35]([CH2:36][C:37](=[O:41])[NH:38]6)=[CH:34][CH:33]=5)=[CH:3][N:4]=4)[N:7]=3)[CH2:16][CH2:15][O:14][CH2:13]2)[CH:22]=[CH:21][CH:20]=1 |f:3.4.5,6.7.8.9|. Procedure: In step 2-6, a suspension of 4-(3-bromoimidazo[1,2-b]pyridazin-6-yl)-3-(3-fluorophenyl)morpholine (25 mg, 0.067 mmol), 6-(4,4,5,5-tetramethyl-1,3,2-dioxaborolan-2-yl)indolin-2-one (34 mg, 0.13 mmol) and [1,1′-bis(diphenylphosphino)ferrocene]dichloropalladium(II) (2.7 mg, 0.0033 mmol) in 3 mL of 1,4-dioxane and 0.5 mL of 2.0M sodium carbonate was bubbled with nitrogen and heated to 150° C. and stirred for 20 hours. The solution was cooled to room temperature and purified with HPLC to afford 6-(6-... The reactants are dimethyl 3-methyl-2-oxo-4-(substituted phenyl)-butylphosphonates, phenyl, substituted benzyl chlorides, C(C(C)C)(=O)O (isobutyric acid), C(CC)(=O)O (propionic acid), C(C1=CC=CC=C1)Cl (benzyl chloride), CC(C(CP(OC)(OC)=O)=O)CC1=CC=CC=C1 (dimethyl 3-methyl-2-oxo-4-phenylbutylphosphonate), C(CC)(=O)O (propionic acid). Product: CC(C(CP(OC)(OC)=O)=O)(CC1=CC=CC=C1)C (Dimethyl 3,3-dimethyl-2-oxo-4-phenylbutylphosphonate). As a reaction SMILES: [C:1](O)(=O)C(C)C.C(O)(=O)CC.[CH3:12][CH:13]([CH2:23][C:24]1[CH:29]=[CH:28][CH:27]=[CH:26][CH:25]=1)[C:14](=[O:22])[CH2:15][P:16](=[O:21])([O:19][CH3:20])[O:17][CH3:18].C(Cl)C1C=CC=CC=1>>[CH3:12][C:13]([CH3:1])([CH2:23][C:24]1[CH:25]=[CH:26][CH:27]=[CH:28][CH:29]=1)[C:14](=[O:22])[CH2:15][P:16](=[O:21])([O:19][CH3:20])[O:17][CH3:18]. Procedure details: Further, following the procedure of Preparation 1, but using in place of the isobutyric acid of Preparation 1, part A, propionic acid, there is prepared dimethyl 3-methyl-2-oxo-4-phenylbutylphosphonate. Following the procedure of Preparation 1, but using the substituted benzyl chlorides described above in place of benzyl chloride and propionic acid in place of isobutyric acid there are prepared the various dimethyl 3-methyl-2-oxo-4-(substituted phenyl)-butylphosphonates wherein the phenyl substi...